Task: describe an organic reaction: reactants, conditions, products, and yield. Dataset: the Open Reaction Database (ORD), a public repository of structured organic reaction records The reactants are ClC=1C=C2C(=NC=NC2=CC1C(=O)N1CCCC1)NC(CCC(=O)O)C1=NC2=C(N1C(=O)OC(C)(C)C)C=CC(=C2)Cl (6-chloro-4-[1-(1-tert.-butyloxycarbonyl-5-chloro-1H-benzimidazol-2-yl)-3-hydroxycarbonyl-propyl-amino]-7-(pyrrolidin-1-yl-carbonyl)-quinazoline), CNC(C(=O)OC(C)(C)C)C (tert.-butyl 2-methylamino-propanoate), CN(C)C(=[N+](C)C)ON1C2=C(C=CC=C2)N=N1.[B-](F)(F)(F)F (TBTU), FC(C(=O)O)(F)F (trifluoroacetic acid). The solvent is C(C)#N.O1CCCC1 (acetonitrile tetrahydrofuran). Product: ClC=1C=C2C(=NC=NC2=CC1C(=O)N1CCCC1)NC(CCC(=O)N(C)CCC(=O)O)C1=NC2=C(N1)C=CC(=C2)Cl (6-chloro-4-[1-(5-chloro-1H-benzimidazol-2-yl)-3-(N-hydroxycarbonylethyl-N-methyl-amino-carbonyl)-propyl-amino]-7-(pyrrolidin-1-yl-carbonyl)-quinazoline). Reaction SMILES: [Cl:1][C:2]1[CH:3]=[C:4]2[C:9](=[CH:10][C:11]=1[C:12]([N:14]1[CH2:18][CH2:17][CH2:16][CH2:15]1)=[O:13])[N:8]=[CH:7][N:6]=[C:5]2[NH:19][CH:20]([C:26]1[N:30](C(OC(C)(C)C)=O)[C:29]2[CH:38]=[CH:39][C:40]([Cl:42])=[CH:41][C:28]=2[N:27]=1)[CH2:21][CH2:22][C:23]([OH:25])=O.CN[CH:45]([CH3:53])[C:46]([O:48]C(C)(C)C)=[O:47].[CH3:54][N:55](C(ON1N=NC2C=CC=CC1=2)=[N+](C)C)C.[B-](F)(F)(F)F.FC(F)(F)C(O)=O>C(#N)C.O1CCCC1>[Cl:1][C:2]1[CH:3]=[C:4]2[C:9](=[CH:10][C:11]=1[C:12]([N:14]1[CH2:18][CH2:17][CH2:16][CH2:15]1)=[O:13])[N:8]=[CH:7][N:6]=[C:5]2[NH:19][CH:20]([C:26]1[NH:30][C:29]2[CH:38]=[CH:39][C:40]([Cl:42])=[CH:41][C:28]=2[N:27]=1)[CH2:21][CH2:22][C:23]([N:55]([CH2:53][CH2:45][C:46]([OH:48])=[O:47])[CH3:54])=[O:25] |f:2.3,5.6|. Procedure details: Prepared analogously to Example 61 from 6-chloro-4-[1-(1-tert.-butyloxycarbonyl-5-chloro-1H-benzimidazol-2-yl)-3-hydroxycarbonyl-propyl-amino]-7-(pyrrolidin-1-yl-carbonyl)-quinazoline and tert.-butyl 2-methylamino-propanoate with TBTU in acetonitrile/tetrahydrofuran and subsequent reaction with trifluoroacetic acid. The reactants are CO, N#Cc1cc(F)c(Nc2cc(C3CC3)[nH]n2)nc1NC(CO)c1ccc(F)cc1, [K+], [OH-], OO. The product is NC(=O)c1cc(F)c(Nc2cc(C3CC3)[nH]n2)nc1NC(CO)c1ccc(F)cc1. Reaction SMILES: [CH3:34][OH:35].[CH:1]1([c:4]2[cH:5][c:6]([NH:9][c:10]3[n:11][c:12]([NH:19][CH:20]([CH2:21][OH:22])[c:23]4[cH:24][cH:25][c:26]([F:29])[cH:27][cH:28]4)[c:13]([C:14]#[N:15])[cH:16][c:17]3[F:18])[n:7][nH:8]2)[CH2:2][CH2:3]1.[K+:31].[OH-:30].[OH:32][OH:33]>>[CH:1]1([c:4]2[cH:5][c:6]([NH:9][c:10]3[n:11][c:12]([NH:19][CH:20]([CH2:21][OH:22])[c:23]4[cH:24][cH:25][c:26]([F:29])[cH:27][cH:28]4)[c:13]([C:14]([NH2:15])=[O:30])[cH:16][c:17]3[F:18])[n:7][nH:8]2)[CH2:2][CH2:3]1. Reactants: C(=O)(O)C1=CN=C2SC3=C(N2C1=O)C=C(C=C3)[N+](=O)[O-] (3-Carboxy-7-nitro-4-oxo-4H-pyrimido[2,1-b]benzothiazole), C(=O)(N1C=NC=C1)N1C=NC=C1 (1,1'-carbonyldiimidazole), NC1=NN=NN1 (5-aminotetrazole). The solvent is CC(=O)N(C)C (dimethylacetamide). The product is N1N=NN=C1NC(=O)C1=CN=C2SC3=C(N2C1=O)C=C(C=C3)[N+](=O)[O-] (N-(5-Tetrazolyl)-7-nitro-4-oxo-4H-pyrimido[2,1-b]benzothiazole-3-carboxamid). As a reaction SMILES: [C:1]([C:4]1[C:12](=[O:13])[N:11]2[C:7]([S:8][C:9]3[CH:17]=[CH:16][C:15]([N+:18]([O-:20])=[O:19])=[CH:14][C:10]=32)=[N:6][CH:5]=1)([OH:3])=O.C(N1C=CN=C1)(N1C=CN=C1)=O.[NH2:33][C:34]1[NH:38][N:37]=[N:36][N:35]=1>CC(N(C)C)=O>[NH:35]1[C:34]([NH:33][C:1]([C:4]2[C:12](=[O:13])[N:11]3[C:7]([S:8][C:9]4[CH:17]=[CH:16][C:15]([N+:18]([O-:20])=[O:19])=[CH:14][C:10]=43)=[N:6][CH:5]=2)=[O:3])=[N:38][N:37]=[N:36]1. Reported procedure: 3-Carboxy-7-nitro-4-oxo-4H-pyrimido[2,1-b]benzothiazole (1.34 g.) and 827 mg. of 1,1'-carbonyldiimidazole are added to 60 ml. of dimethylacetamide, and the suspension heated on a steam bath for 15 min. To the resulting solution is added 434 mg. of 5-aminotetrazole and the heating continued for 20 min. The suspension is cooled and filtered. The desired product can be further purified by recrystallization from dimethylformamide. Reactants: C#CCCCCCC (1-octyne), OCC1=C(C=CC=C1)[Si](\C=C\CCCCCC)(C)C ((E)-(2-(hydroxymethyl)phenyl)dimethyl(1-octenyl)silane), C1(=CC=CC=C1)C#C (phenylacetylene), C[SiH](C1=C(C=CC=C1)COC1OCCCC1)C (dimethyl[2-(2-tetrahydro-2H-pyranoxymethyl)phenyl]silane). Solvent: CCCCCC.C(C)(=O)OCC (hexane ethyl acetate). The product is OCC1=C(C=CC=C1)[Si](\C=C\C1=CC=CC=C1)(C)C ((E)-(2-(hydroxymethyl)phenyl) dimethyl(2-phenylethenyl)silane). Isolated yield 84.0%. Reaction SMILES: [OH:1][CH2:2][C:3]1[CH:8]=[CH:7][CH:6]=[CH:5][C:4]=1[Si:9]([CH3:19])([CH3:18])/[CH:10]=[CH:11]/[CH2:12][CH2:13][CH2:14][CH2:15][CH2:16][CH3:17].C1(C#C)C=CC=CC=1.C[SiH](C)C1C=CC=CC=1COC1CCCCO1.C#CCCCCCC>CCCCCC.C(OCC)(=O)C>[OH:1][CH2:2][C:3]1[CH:8]=[CH:7][CH:6]=[CH:5][C:4]=1[Si:9]([CH3:18])([CH3:19])/[CH:10]=[CH:11]/[C:12]1[CH:17]=[CH:16][CH:15]=[CH:14][CH:13]=1 |f:4.5|. Procedure: The same operation as in the preparation of the compound 1a except that phenylacetylene (0.20 g, 2.0 mmol) was used instead of 0.55 g and 2.2 mmol of dimethyl[2-(2-tetrahydro-2H-pyranoxymethyl)phenylsilane (R2 and R3 in (5): methyl group) and 1-octyne, thereby obtaining (E)-(2-(hydroxymethyl)phenyl) dimethyl(2-phenylethenyl)silane (0.45 g, yield of 84%) as a colorless oil, Rf: 0.20 (hexane-ethyl acetate=10:1). 1H NMR (400 MHz, CDCl3) δ 7.62 (dd, J=7.4, 1.3 Hz, 1H), 7.51-7.41 (m, 4H), 7.37-7.27 (... The reactants are C1(=CC=CC=C1)C(N1C(C(C2=CC=CC(=C12)F)C1=CC2=C(OCCO2)C=C1O)=O)C1=CC=CC=C1 (1-(diphenylmethyl)-7-fluoro-3-(7-hydroxy-2,3-dihydro-1,4-benzodioxin-6-yl)-1,3-dihydro-2H-indol-2-one), C1(=CC=CC=C1)C(N1C(C(C2=CC=CC=C12)C1=C(C=C(C(=C1)C)OC)O)=O)C1=CC=CC=C1 (1-(diphenylmethyl)-3-(2-hydroxy-4-methoxy-5-methylphenyl)-1,3-dihydro-2H-indol-2-one). Product: C1(=CC=CC=C1)C(N1C(C2(C3=CC=CC(=C13)F)COC1=CC3=C(OCCO3)C=C12)=O)C1=CC=CC=C1 (1′-(diphenylmethyl)-7′-fluoro-2,3-dihydrospiro[furo[2,3-g][1,4]benzodioxine-8,3′-indol]-2′(1′H)-one). RXN SMILES: [C:1]1([CH:7]([C:30]2[CH:35]=[CH:34][CH:33]=[CH:32][CH:31]=2)[N:8]2[C:16]3[C:11](=[CH:12][CH:13]=[CH:14][C:15]=3[F:17])[CH:10]([C:18]3[C:27]([OH:28])=[CH:26][C:21]4[O:22][CH2:23][CH2:24][O:25][C:20]=4[CH:19]=3)[C:9]2=[O:29])[CH:6]=[CH:5][CH:4]=[CH:3][CH:2]=1.[C:36]1(C(C2C=CC=CC=2)N2C3C(=CC=CC=3)C(C3C=C(C)C(OC)=CC=3O)C2=O)C=CC=CC=1>>[C:30]1([CH:7]([C:1]2[CH:2]=[CH:3][CH:4]=[CH:5][CH:6]=2)[N:8]2[C:16]3[C:11](=[CH:12][CH:13]=[CH:14][C:15]=3[F:17])[C:10]3([C:18]4[C:27](=[CH:26][C:21]5[O:22][CH2:23][CH2:24][O:25][C:20]=5[CH:19]=4)[O:28][CH2:36]3)[C:9]2=[O:29])[CH:31]=[CH:32][CH:33]=[CH:34][CH:35]=1. Procedure details: Following the procedure as described in EXAMPLE 2 and making non-critical variations using 1-(diphenylmethyl)-7-fluoro-3-(7-hydroxy-2,3-dihydro-1,4-benzodioxin-6-yl)-1,3-dihydro-2H-indol-2-one to replace 1-(diphenylmethyl)-3-(2-hydroxy-4-methoxy-5-methylphenyl)-1,3-dihydro-2H-indol-2-one, 1′-(diphenylmethyl)-7′-fluoro-2,3-dihydrospiro[furo[2,3-g][1,4]benzodioxine-8,3′-indol]-2′(1′H)-one was obtained (55%) as a colorless solid: MS (ES+) m/z 479.9 (M+1). The reactants are CN[C@H](CC(=O)O)C(=O)O (NMDA), 2A, ( B ), /2A, 2A, CC(=O)C1CCC2C1(CCC3C2CC=C4C3(CCC(C4)OS(=O)(=O)O)C)C (pregnenolone sulfate), 2A, ( A ). Product: CN[C@H](CC(=O)O)C(=O)O (NMDA), NCC(=O)O (glycine). Reaction SMILES: CC(C1C2(C)CCC3C4(C)CCC(OS(O)(=O)=O)CC4=CCC3C2CC1)=O.[CH3:28][NH:29][C@@H:30]([C:35]([OH:37])=[O:36])[CH2:31][C:32]([OH:34])=[O:33]>>[CH3:28][NH:29][C@@H:30]([C:35]([OH:37])=[O:36])[CH2:31][C:32]([OH:34])=[O:33].[NH2:29][CH2:30][C:35]([OH:37])=[O:36]. Procedure: FIG. 19 contains two graphs of data indicating pregnenolone sulfate (PS) differentially modulate NR1011/2A and NR1111/2A splice variants at pH 8.5. Data points are averaged normalized peak NMDA-induced current responses obtained from oocytes injected with (A) NR1011/2A or (B) NR1111/2A mRNAs. Concentration-response data for NMDA (circles) and for NMDA+100 μM PS (squares) were obtained in the presence of 10 μM glycine. Fitted parameters are (A) (control ◯, n=11), EC50=94 μM, Emax=1.30, nH=1.62; (... Reactants: NC1=C(C=CC(=N1)C=1N=C(NC1C1=C(C=C(C=C1)F)F)C(C(=O)OC)(C)C)[N+](=O)[O-] (methyl 2-[4-(6-amino-5-nitro-2-pyridyl)-5-(2,4-difluorophenyl)-1H-imidazol-2-yl]-2-methyl-propanoate), S(O)(O)(=O)=O (sulfuric acid), N(=O)[O-].[Na+] (sodium nitrite). The solvent is CS(=O)C (dimethyl sulfoxide), O (water), O (water). Conditions: temperature 0 celsius, time 20 minute. Product: FC1=C(C=CC(=C1)F)C1=C(N=C(N1)C(C(=O)OC)(C)C)C1=NC(=C(C=C1)[N+](=O)[O-])O (Methyl 2-[5-(2,4-difluorophenyl)-4-(6-hydroxy-5-nitro-2-pyridyl)-1H-imidazol-2-yl]-2-methyl-propanoate). The yield is 88.0%. RXN SMILES: N[C:2]1[N:7]=[C:6]([C:8]2[N:9]=[C:10]([C:21]([CH3:27])([CH3:26])[C:22]([O:24][CH3:25])=[O:23])[NH:11][C:12]=2[C:13]2[CH:18]=[CH:17][C:16]([F:19])=[CH:15][C:14]=2[F:20])[CH:5]=[CH:4][C:3]=1[N+:28]([O-:30])=[O:29].S(=O)(=O)(O)[OH:32].N([O-])=O.[Na+]>CS(C)=O.O>[F:20][C:14]1[CH:15]=[C:16]([F:19])[CH:17]=[CH:18][C:13]=1[C:12]1[NH:11][C:10]([C:21]([CH3:26])([CH3:27])[C:22]([O:24][CH3:25])=[O:23])=[N:9][C:8]=1[C:6]1[CH:5]=[CH:4][C:3]([N+:28]([O-:30])=[O:29])=[C:2]([OH:32])[N:7]=1 |f:2.3|. Procedure details: To a solution of methyl 2-[4-(6-amino-5-nitro-2-pyridyl)-5-(2,4-difluorophenyl)-1H-imidazol-2-yl]-2-methyl-propanoate (56 g, 134.17 mmol) in dimethyl sulfoxide (DMSO, 400 mL) and water (320 mL), is added sulfuric acid 95-97% (80 mL) dropwise. Then the mixture is cooled to 0° C. To the above mixture a solution of sodium nitrite (18.70 g, 268.35 mmol) in water (80 mL) is added dropwise over 15 min at 0° C. The reaction mixture is stirred for 20 min at that temperature and then the cooling bath is ... As a reaction SMILES: [C:1]([CH3:2])([CH3:3])([CH3:4])[c:5]1[cH:6][cH:7][c:8]([CH2:9][n:10]2[cH:11][cH:12][c:13]3[cH:14][c:15]([NH:19][S:20](=[O:21])(=[O:22])[c:23]4[cH:24][cH:25][cH:26][cH:27][cH:28]4)[cH:16][cH:17][c:18]23)[cH:29][cH:30]1.[CH3:33][O:34][C:35]([CH2:36][Br:37])=[O:38].[CH3:39][CH2:40][CH2:41][CH2:42][CH2:43][CH3:44].[CH3:50][CH2:51][O:52][C:53]([CH3:54])=[O:55].[H-:31].[Na+:32].[O:45]=[CH:46][N:47]([CH3:48])[CH3:49]>>[C:1]([CH3:2])([CH3:3])([CH3:4])[c:5]1[cH:6][cH:7][c:8]([CH2:9][n:10]2[cH:11][cH:12][c:13]3[cH:14][c:15]([N:19]([S:20](=[O:21])(=[O:22])[c:23]4[cH:24][cH:25][cH:26][cH:27][cH:28]4)[CH2:36][C:35]([O:34][CH3:33])=[O:38])[cH:16][cH:17][c:18]23)[cH:29][cH:30]1. The product is COC(=O)CN(c1ccc2c(ccn2Cc2ccc(C(C)(C)C)cc2)c1)S(=O)(=O)c1ccccc1. Reactants: CC(C)(C)c1ccc(Cn2ccc3cc(NS(=O)(=O)c4ccccc4)ccc32)cc1, COC(=O)CBr, CCCCCC, CCOC(C)=O, [H-], [Na+], CN(C)C=O. Starting materials: C[Si](C)(C)[N-][Si](C)(C)C.[Na+] (Sodium bis(trimethylsilyl)amide), NC1=C(C=NC=C1)C (4-amino-3-methylpyridine), [N+](=O)([O-])C1=CC=C(C=C1)OC(=O)C=1C2=C(C(=NC1)OC)OC(=C2)C(C)(OC)OC (2-(1,1-Dimethoxyethyl)-7-methoxyfuro[2,3-c]pyridine-4-carboxylic acid 4-nitrophenyl ester). Solvent: CN(C=O)C (N,N-dimethylformamide). Reaction conditions: time 10 minute. The product is CC=1C=NC=CC1NC(=O)C=1C2=C(C(=NC1)OC)OC(=C2)C(C)(OC)OC (2-(1,1-Dimethoxyethyl)-7-methoxyfuro[2,3-c]pyridine-4-carboxylic acid (3-methylpyridin-4-yl)amide). The yield is 81.3%. Reaction SMILES: [NH2:1][C:2]1[CH:7]=[CH:6][N:5]=[CH:4][C:3]=1[CH3:8].C[Si]([N-][Si](C)(C)C)(C)C.[Na+].[N+](C1C=CC([O:28][C:29]([C:31]2[C:32]3[CH:41]=[C:40]([C:42]([O:46][CH3:47])([O:44][CH3:45])[CH3:43])[O:39][C:33]=3[C:34]([O:37][CH3:38])=[N:35][CH:36]=2)=O)=CC=1)([O-])=O>CN(C)C=O>[CH3:8][C:3]1[CH:4]=[N:5][CH:6]=[CH:7][C:2]=1[NH:1][C:29]([C:31]1[C:32]2[CH:41]=[C:40]([C:42]([O:44][CH3:45])([O:46][CH3:47])[CH3:43])[O:39][C:33]=2[C:34]([O:37][CH3:38])=[N:35][CH:36]=1)=[O:28] |f:1.2|. Procedure: A solution of 4-amino-3-methylpyridine (0.11 g) in dry N,N-dimethylformamide (20 ml) was stirred at 0° C. under an atmosphere of dry nitrogen. Sodium bis(trimethylsilyl)amide (1.0M solution in tetrahydrofuran, 1.0 ml) was added and stirring continued at 0° C. for 10 minutes. 2-(1,1-Dimethoxyethyl)-7-methoxyfuro[2,3-c]pyridine-4-carboxylic acid 4-nitrophenyl ester (0.20 g) was added and stirring continued at room temperature for 90 minutes. The solvent was then removed in vacuo, the residue taken...